Dataset: the Open Reaction Database (ORD), a public repository of structured organic reaction records. Task: describe an organic reaction: reactants, conditions, products, and yield Reactants: ClC1=CC=C(C=C1)C1=CC(=C(C=C1)C)C1C(CC(CC1=O)CC1OCCO1)=O (2-(4′-chloro-4-methylbiphenyl-3-yl)-5-[1,3]dioxolan-2-ylmethylcyclohexane-1,3-dione), Cl (hydrochloric acid), Cl (hydrochloric acid). Solvent: O1CCCC1 (tetrahydrofuran). Reaction conditions: time 1.5 hour. Product: ClC1=CC=C(C=C1)C1=CC(=C(C=C1)C)C1C(CC(CC1=O)CC=O)=O ([4-(4′-Chloro-4-methylbiphenyl-3-yl)-3,5-dioxocyclohexyl]-acetaldehyde). Reaction SMILES: [Cl:1][C:2]1[CH:7]=[CH:6][C:5]([C:8]2[CH:13]=[CH:12][C:11]([CH3:14])=[C:10]([CH:15]3[C:20](=[O:21])[CH2:19][CH:18]([CH2:22][CH:23]4OCC[O:24]4)[CH2:17][C:16]3=[O:28])[CH:9]=2)=[CH:4][CH:3]=1.Cl>O1CCCC1>[Cl:1][C:2]1[CH:7]=[CH:6][C:5]([C:8]2[CH:13]=[CH:12][C:11]([CH3:14])=[C:10]([CH:15]3[C:16](=[O:28])[CH2:17][CH:18]([CH2:22][CH:23]=[O:24])[CH2:19][C:20]3=[O:21])[CH:9]=2)=[CH:4][CH:3]=1. Procedure details: To a solution of 2-(4′-chloro-4-methylbiphenyl-3-yl)-5-[1,3]dioxolan-2-ylmethylcyclohexane-1,3-dione (0.275 g, 0.69 mmol) in tetrahydrofuran (5 ml) is added 6M hydrochloric acid (2 ml), and the reaction mixture is stirred at room temperature for 1.5 hours. Additional 6M hydrochloric acid (1 ml) is added and the solution is heated at 50° C. for an additional 2 hours. After cooling to room temperature the reaction mixture is concentrated and the residue partitioned between distilled water (20 ml) ... Procedure: In a round-bottomed flask, 4-(4-fluoro-phenyl)-4-oxo-butyric acid (4.90 g, 25.0 mmol) and hydrazine hydrate (1.70 ml, 35.0 mmol) were dissolved in ethanol (50 ml), and the reaction mixture was heated to about 80° C. for about ninety minutes. The mixture was allowed to cool to room temperature and then concentrated in vacuo. The resulting solids were suspended and stirred in ethanol (10 ml) for ten minutes and the mixture was then filtered to give pure product (4.14 g, 21.5 mmol, 86% yield). LRMS... Yield: 86.0%. As a reaction SMILES: [F:1][C:2]1[CH:7]=[CH:6][C:5]([C:8](=O)[CH2:9][CH2:10][C:11]([OH:13])=O)=[CH:4][CH:3]=1.O.[NH2:16][NH2:17]>C(O)C>[F:1][C:2]1[CH:7]=[CH:6][C:5]([C:8]2[CH2:9][CH2:10][C:11](=[O:13])[NH:16][N:17]=2)=[CH:4][CH:3]=1 |f:1.2|. Reactants: FC1=CC=C(C=C1)C(CCC(=O)O)=O (4-(4-fluoro-phenyl)-4-oxo-butyric acid), O.NN (hydrazine hydrate). Reaction conditions: temperature 80 celsius. Solvent: C(C)O (ethanol). Product: FC1=CC=C(C=C1)C=1CCC(NN1)=O (6-(4-Fluoro-phenyl)-4,5-dihydro-2H-pyridazin-3-one). Starting materials: CN1CCCC1=O, CCN(C(C)C)C(C)C, CC(Sc1nc(Cl)c2sc(N)nc2n1)c1ccccc1F, CC(C)(F)CC(N)CO, O. Yields the product CC(Sc1nc(NC(CO)CC(C)(C)F)c2sc(N)nc2n1)c1ccccc1F. Reaction SMILES: [CH3:41][N:42]1[CH2:43][CH2:44][CH2:45][C:46]1=[O:47].[CH:1]([N:2]([CH2:3][CH3:4])[CH:5]([CH3:6])[CH3:7])([CH3:8])[CH3:9].[Cl:10][c:11]1[c:12]2[c:13]([n:14][c:15]([S:17][CH:18]([CH3:19])[c:20]3[c:21]([F:26])[cH:22][cH:23][cH:24][cH:25]3)[n:16]1)[n:27][c:28]([NH2:30])[s:29]2.[NH2:31][CH:32]([CH2:33][OH:34])[CH2:35][C:36]([CH3:37])([CH3:38])[F:39].[OH2:40]>>[c:11]1([NH:31][CH:32]([CH2:33][OH:34])[CH2:35][C:36]([CH3:37])([CH3:38])[F:39])[c:12]2[c:13]([n:14][c:15]([S:17][CH:18]([CH3:19])[c:20]3[c:21]([F:26])[cH:22][cH:23][cH:24][cH:25]3)[n:16]1)[n:27][c:28]([NH2:30])[s:29]2. The reactants are O (water), [H-].[Al+3].[Li+].[H-].[H-].[H-] (lithium aluminium hydride), FC=1C=C(CC2CN(CCC2)C(C)=O)C=CC1 (1-[3-(3-fluorobenzyl)piperidin-1-yl]ethanone), FC=1C=C(CC2CN(CCC2)C(C)=O)C=CC1 (1-[3-(3-fluorobenzyl)piperidin-1-yl]ethanone). The solvent is C1CCOC1 (THF). Reaction conditions: time 30 minute. Product: C(C)N1CC(CCC1)CC1=CC(=CC=C1)F (1-ethyl-3-(3-fluorobenzyl)piperidine). The yield is 86.2%. As a reaction SMILES: [H-].[Al+3].[Li+].[H-].[H-].[H-].[F:7][C:8]1[CH:9]=[C:10]([CH:21]=[CH:22][CH:23]=1)[CH2:11][CH:12]1[CH2:17][CH2:16][CH2:15][N:14]([C:18](=O)[CH3:19])[CH2:13]1.O>C1COCC1>[CH2:18]([N:14]1[CH2:15][CH2:16][CH2:17][CH:12]([CH2:11][C:10]2[CH:21]=[CH:22][CH:23]=[C:8]([F:7])[CH:9]=2)[CH2:13]1)[CH3:19] |f:0.1.2.3.4.5|. Procedure: A solution of lithium aluminium hydride (2M in THF, 2.8 mL) was added dropwise to a solution of 1-[3-(3-fluorobenzyl)piperidin-1-yl]ethanone (Intermediate 224, 0.66 g) in anhydrous THF (20 mL) at 0° C. under argon. The mixture was stirred for 30 minutes then allowed to warm to room temperature and stirred for 2 hours. The mixture was recooled to 0° C. and water was added. The mixture was extracted with ether, washed with brine, dried (Na2SO4) and filtered. The filtrate was evaporated to dryness ... Reactants: NC1=C2C=CC=NC2=CC=C1NC(CCC1=NC2=CC=CC=C2N=C1)=O (N-(5-Aminoquinolin-6-yl)-3-(quinoxalin-2-yl)propanamide), NC=1C(=C2C=CC=NC2=CC1)NC(CCC1=NC2=CC=CC=C2N=C1)=O (N-(6-aminoquinolin-5-yl)-3-(quinoxalin-2-yl)propanamide). Run in C(C)(=O)O (acetic acid). Run at time 2 hour. Product: N1=C(C=NC2=CC=CC=C12)CCC1=NC=2C(=C3C=CC=NC3=CC2)N1 (2-(2-(quinoxalin-2-yl)ethyl)-1H-imidazo[4,5-f]quinoline). Isolated yield 36.9%. Reaction SMILES: [NH2:1][C:2]1[C:11]([NH:12][C:13](=O)[CH2:14][CH2:15][C:16]2[CH:25]=[N:24][C:23]3[C:18](=[CH:19][CH:20]=[CH:21][CH:22]=3)[N:17]=2)=[CH:10][CH:9]=[C:8]2[C:3]=1[CH:4]=[CH:5][CH:6]=[N:7]2.NC1C(NC(=O)CCC2C=NC3C(=CC=CC=3)N=2)=C2C(=CC=1)N=CC=C2>C(O)(=O)C>[N:17]1[C:18]2[C:23](=[CH:22][CH:21]=[CH:20][CH:19]=2)[N:24]=[CH:25][C:16]=1[CH2:15][CH2:14][C:13]1[NH:1][C:2]2=[C:3]3[C:8](=[CH:9][CH:10]=[C:11]2[N:12]=1)[N:7]=[CH:6][CH:5]=[CH:4]3. Reported procedure: N-(5-Aminoquinolin-6-yl)-3-(quinoxalin-2-yl)propanamide (180 mg, 0.5 mmol) or N-(6-aminoquinolin-5-yl)-3-(quinoxalin-2-yl)propanamide (80 mg, 0.23 mmol) in acetic acid (5 mL or 2 mL, respectively) was heated to 60° C. and stirred for 2 hours. Excess acetic acid was removed under vacuum, and the residue was purified by column chromatography to afford 2-(2-(quinoxalin-2-yl)ethyl)-3H-imidazo[4,5-f]quinoline (150 mg) and 2-(2-(quinoxalin-2-yl)ethyl)-1H-imidazo[4,5-f]quinoline (60 mg). MS (ESI) m/z 3... Reactants: [AlH4-].[Li+] (Lithium tetrahydroaluminate), C(C)(C)N1N=CC=C1C=1N=C2N(CCOC3=C2C=CC(=C3)C(=O)N)C1 (2-(1-isopropyl-1H-pyrazol-5-yl)-5,6-dihydrobenzo[f]imidazo[1,2-d][1,4]oxazepine-9-carboxamide). The solvent is O1CCCC1 (tetrahydrofuran), O1CCCC1 (tetrahydrofuran). Conditions: temperature 0 celsius, time 10 minute. Product: C(C)(C)N1N=CC=C1C=1N=C2N(CCOC3=C2C=CC(=C3)CN)C1 ((2-(1-isopropyl-1H-pyrazol-5-yl)-5,6-dihydrobenzo[f]imidazo[1,2-d][1,4]oxazepin-9-yl)methanamine). Isolated yield 51.1%. As a reaction SMILES: [AlH4-].[Li+].[CH:3]([N:6]1[C:10]([C:11]2[N:12]=[C:13]3[C:19]4[CH:20]=[CH:21][C:22]([C:24]([NH2:26])=O)=[CH:23][C:18]=4[O:17][CH2:16][CH2:15][N:14]3[CH:27]=2)=[CH:9][CH:8]=[N:7]1)([CH3:5])[CH3:4]>O1CCCC1>[CH:3]([N:6]1[C:10]([C:11]2[N:12]=[C:13]3[C:19]4[CH:20]=[CH:21][C:22]([CH2:24][NH2:26])=[CH:23][C:18]=4[O:17][CH2:16][CH2:15][N:14]3[CH:27]=2)=[CH:9][CH:8]=[N:7]1)([CH3:5])[CH3:4] |f:0.1|. Reported procedure: Lithium tetrahydroaluminate (0.047 g, 1.3 mmol) was suspended in tetrahydrofuran (8 mL) and cooled to 0° C. A solution of 2-(1-isopropyl-1H-pyrazol-5-yl)-5,6-dihydrobenzo[f]imidazo[1,2-d][1,4]oxazepine-9-carboxamide (0.3 g, 0.9 mmol) in tetrahydrofuran (2 mL) was added and the reaction mixture was stirred at cold temperature for 10 min. The flask was gradually brought to room temperature and stirred for 16 h. The reaction was quenched by pouring into a mixture of diethyl ether and saturated aque... Starting materials: CC(=O)O, Cc1cc(O)cc(C)c1N=O, OO. Product: Cc1cc(O)cc(C)c1[N+](=O)[O-]. Reaction SMILES: [CH3:14][C:15](=[O:16])[OH:17].[CH3:1][c:2]1[cH:3][c:4]([OH:11])[cH:5][c:6]([CH3:10])[c:7]1[N:8]=[O:9].[OH:12][OH:13]>>[CH3:1][c:2]1[cH:3][c:4]([OH:11])[cH:5][c:6]([CH3:10])[c:7]1[N+:8](=[O:9])[O-:12]. The reactants are N#Cc1cc2ccsc2nc1N, [Na+], [OH-], O, O=S(=O)(O)O. Product: Nc1nc2sccc2cc1C(=O)O. As a reaction SMILES: [NH2:1][c:2]1[c:3]([C:11]#[N:12])[cH:4][c:5]2[c:6]([n:7]1)[s:8][cH:9][cH:10]2.[Na+:14].[OH-:13].[OH2:15].[S:16](=[O:17])(=[O:18])([OH:19])[OH:20]>>[NH2:1][c:2]1[c:3]([C:11](=[O:13])[OH:15])[cH:4][c:5]2[c:6]([n:7]1)[s:8][cH:9][cH:10]2.